Dataset: the Open Reaction Database (ORD), a public repository of structured organic reaction records. Task: describe an organic reaction: reactants, conditions, products, and yield The product is O=C(O)c1cccc2ccoc12. RXN SMILES: [C:1](=[O:2])([O:3][CH3:4])[c:5]1[cH:6][cH:7][cH:8][c:9]2[cH:10][cH:11][o:12][c:13]12.[CH3:20][OH:21].[K+:14].[K+:15].[O-:16][C:17]([O-:18])=[O:19]>>[C:1](=[O:2])([OH:3])[c:5]1[cH:6][cH:7][cH:8][c:9]2[cH:10][cH:11][o:12][c:13]12. The reactants are COC(=O)c1cccc2ccoc12, CO, [K+], [K+], O=C([O-])[O-].